This data is from the Open Reaction Database (ORD), a public repository of structured organic reaction records. The task is: describe an organic reaction: reactants, conditions, products, and yield Reactants: COC(=O)C12CN(Cc3ccccc3)CC1C(I)=CCC2c1ccccc1, Cc1ccccc1, CO, [Na+], [Na+], O=C([O-])[O-], c1ccc(P(c2ccccc2)(c2ccccc2)[Pd](P(c2ccccc2)(c2ccccc2)c2ccccc2)(P(c2ccccc2)(c2ccccc2)c2ccccc2)P(c2ccccc2)(c2ccccc2)c2ccccc2)cc1, OB(O)c1ccsc1. Product: COC(=O)C12CN(Cc3ccccc3)CC1C(c1ccsc1)=CCC2c1ccccc1. RXN SMILES: [CH2:1]([c:2]1[cH:3][cH:4][cH:5][cH:6][cH:7]1)[N:8]1[CH2:9][CH:10]2[C:11]([I:27])=[CH:12][CH2:13][CH:14]([c:21]3[cH:22][cH:23][cH:24][cH:25][cH:26]3)[C:15]2([C:17](=[O:18])[O:19][CH3:20])[CH2:16]1.[CH3:42][c:43]1[cH:44][cH:45][cH:46][cH:47][cH:48]1.[CH3:49][OH:50].[Na+:36].[Na+:37].[O-:38][C:39](=[O:40])[O-:41].[cH:51]1[cH:52][cH:53][c:54]([P:55]([Pd:56]([P:57]([c:58]2[cH:59][cH:60][cH:61][cH:62][cH:63]2)([c:64]2[cH:65][cH:66][cH:67][cH:68][cH:69]2)[c:70]2[cH:71][cH:72][cH:73][cH:74][cH:75]2)([P:76]([c:77]2[cH:78][cH:79][cH:80][cH:81][cH:82]2)([c:83]2[cH:84][cH:85][cH:86][cH:87][cH:88]2)[c:89]2[cH:90][cH:91][cH:92][cH:93][cH:94]2)[P:95]([c:96]2[cH:97][cH:98][cH:99][cH:100][cH:101]2)([c:102]2[cH:103][cH:104][cH:105][cH:106][cH:107]2)[c:108]2[cH:109][cH:110][cH:111][cH:112][cH:113]2)([c:114]2[cH:115][cH:116][cH:117][cH:118][cH:119]2)[c:120]2[cH:121][cH:122][cH:123][cH:124][cH:125]2)[cH:126][cH:127]1.[s:28]1[cH:29][c:30]([B:33]([OH:34])[OH:35])[cH:31][cH:32]1>>[CH2:1]([c:2]1[cH:3][cH:4][cH:5][cH:6][cH:7]1)[N:8]1[CH2:9][CH:10]2[C:11]([c:30]3[cH:29][s:28][cH:32][cH:31]3)=[CH:12][CH2:13][CH:14]([c:21]3[cH:22][cH:23][cH:24][cH:25][cH:26]3)[C:15]2([C:17](=[O:18])[O:19][CH3:20])[CH2:16]1.